The task is: describe an organic reaction: reactants, conditions, products, and yield. This data is from the Open Reaction Database (ORD), a public repository of structured organic reaction records. The reactants are O=C(NCCC1CC1)c1ccc(N2CCCNCC2)nn1, O=C(Cl)c1cc(F)ccc1C(F)(F)F. Yields the product O=C(NCCC1CC1)c1ccc(N2CCCN(C(=O)c3cc(F)ccc3C(F)(F)F)CC2)nn1. RXN SMILES: [CH:15]1([CH2:18][CH2:19][NH:20][C:21](=[O:22])[c:23]2[n:24][n:25][c:26]([N:29]3[CH2:30][CH2:31][NH:32][CH2:33][CH2:34][CH2:35]3)[cH:27][cH:28]2)[CH2:16][CH2:17]1.[F:1][c:2]1[cH:3][cH:4][c:5]([C:11]([F:12])([F:13])[F:14])[c:6]([C:7](=[O:8])[Cl:9])[cH:10]1>>[F:1][c:2]1[cH:3][cH:4][c:5]([C:11]([F:12])([F:13])[F:14])[c:6]([C:7](=[O:8])[N:32]2[CH2:31][CH2:30][N:29]([c:26]3[n:25][n:24][c:23]([C:21]([NH:20][CH2:19][CH2:18][CH:15]4[CH2:16][CH2:17]4)=[O:22])[cH:28][cH:27]3)[CH2:35][CH2:34][CH2:33]2)[cH:10]1.